Task: describe an organic reaction: reactants, conditions, products, and yield. Dataset: the Open Reaction Database (ORD), a public repository of structured organic reaction records Starting materials: Clc1ccc2c(c1)NCc1cc(Br)ccc1CO2, CC(=O)OC(C)=O, CN(C)c1ccncc1, Cc1ccccc1, c1ccncc1. The product is CC(=O)N1Cc2cc(Br)ccc2COc2ccc(Cl)cc21. RXN SMILES: [Br:1][c:2]1[cH:3][cH:4][c:5]2[c:6]([cH:18]1)[CH2:7][NH:8][c:9]1[c:10]([cH:13][cH:14][c:15]([Cl:17])[cH:16]1)[O:11][CH2:12]2.[CH3:19][C:20](=[O:21])[O:22][C:23](=[O:24])[CH3:25].[CH3:32][N:33]([c:34]1[cH:35][cH:36][n:37][cH:38][cH:39]1)[CH3:40].[CH3:41][c:42]1[cH:43][cH:44][cH:45][cH:46][cH:47]1.[cH:26]1[cH:27][cH:28][n:29][cH:30][cH:31]1>>[Br:1][c:2]1[cH:3][cH:4][c:5]2[c:6]([cH:18]1)[CH2:7][N:8]([C:20]([CH3:19])=[O:21])[c:9]1[c:10]([cH:13][cH:14][c:15]([Cl:17])[cH:16]1)[O:11][CH2:12]2. The reactants are OC1=C(C=NC=C1)S(=O)(=O)O (4-hydroxypyridine-3-sulfonic acid), C(C)(C)N(C(C)C)CC (N,N-diisopropylethylamine), O(Cl)Cl.[P+5] (phosphorus(V) oxychloride), COC=1C=C(N)C=CC1OC (3,4-dimethoxyaniline), C(C)(C)N(C(C)C)CC (N,N-diisopropylethylamine), C(=O)(O)[O-].[Na+] (NaHCO3). The solvent is ClCCCl (1,2-dichloroethane), CCOC(=O)C (EtOAc), CCCCCC (hexane), ClCCCl (1,2-dichloroethane), CCOC(=O)C (EtOAc), CCCCCC (hexane). The product is ClC1=C(C=NC=C1)S(=O)(=O)NC1=CC(=C(C=C1)OC)OC (4-Chloro-N-(3,4-dimethoxyphenyl)pyridine-3-sulfonamide). Yield: 23.5%. As a reaction SMILES: O[C:2]1[CH:7]=[CH:6][N:5]=[CH:4][C:3]=1[S:8]([OH:11])(=[O:10])=O.C(N(CC)C(C)C)(C)C.O(Cl)[Cl:22].[P+5].[CH3:25][O:26][C:27]1[CH:28]=[C:29]([CH:31]=[CH:32][C:33]=1[O:34][CH3:35])[NH2:30].C([O-])(O)=O.[Na+]>ClCCCl.CCOC(C)=O.CCCCCC>[Cl:22][C:2]1[CH:7]=[CH:6][N:5]=[CH:4][C:3]=1[S:8]([NH:30][C:29]1[CH:31]=[CH:32][C:33]([O:34][CH3:35])=[C:27]([O:26][CH3:25])[CH:28]=1)(=[O:10])=[O:11] |f:2.3,5.6|. Procedure: A solution of 4-hydroxypyridine-3-sulfonic acid (5.0 g, 28.5 mmol), N,N-diisopropylethylamine (9.2 g, 71.3 mmol), phosphorus(V) oxychloride (10.9 g, 71.3 mmol) in 1,2-dichloroethane (50 mL) was heated at 90° C. for 45 min with TLC monitoring (hexane:EtOAc, 1:1). After cooling, the solution was added to 3,4-dimethoxyaniline (4.8 g, 31.0 mmol), N,N-diisopropylethylamine (7.35 g, 57.0 mmol) in 1,2-dichloroethane (50 mL) at −10° C. and the resulting mixture stirred for approximately 2 h at rt with T...